From a dataset of the Open Reaction Database (ORD), a public repository of structured organic reaction records. describe an organic reaction: reactants, conditions, products, and yield Starting materials: FC=1C=CC(=C(C1)CCNCCCCC(=O)OCC)OCC1=CC=C(C=C1)C1=CC=C(C=C1)C(F)(F)F (ethyl 5-{[2-(5-fluoro-2-{[4′-(trifluoromethyl)biphenyl-4-yl]-methoxy}phenyl)ethyl]amino}pentanoate), Cl (hydrochloric acid), O (water), C([O-])(O)=O.[Na+] (sodium bicarbonate). Solvent: C1CCOC1 (THF). Conditions: temperature 100 celsius. Product: FC=1C=CC(=C(C1)CCNCCCCC(=O)O)OCC1=CC=C(C=C1)C1=CC=C(C=C1)C(F)(F)F (5-{[2-(5-Fluoro-2-{[4′-(trifluoromethyl)biphenyl-4-yl]methoxy}phenyl)ethyl]amino}pentanoic acid). Reaction SMILES: [F:1][C:2]1[CH:3]=[CH:4][C:5]([O:20][CH2:21][C:22]2[CH:27]=[CH:26][C:25]([C:28]3[CH:33]=[CH:32][C:31]([C:34]([F:37])([F:36])[F:35])=[CH:30][CH:29]=3)=[CH:24][CH:23]=2)=[C:6]([CH2:8][CH2:9][NH:10][CH2:11][CH2:12][CH2:13][CH2:14][C:15]([O:17]CC)=[O:16])[CH:7]=1.Cl.O.C(=O)(O)[O-].[Na+]>C1COCC1>[F:1][C:2]1[CH:3]=[CH:4][C:5]([O:20][CH2:21][C:22]2[CH:27]=[CH:26][C:25]([C:28]3[CH:29]=[CH:30][C:31]([C:34]([F:35])([F:36])[F:37])=[CH:32][CH:33]=3)=[CH:24][CH:23]=2)=[C:6]([CH2:8][CH2:9][NH:10][CH2:11][CH2:12][CH2:13][CH2:14][C:15]([OH:17])=[O:16])[CH:7]=1 |f:3.4|. Procedure details: A solution of 4.5 g (6.93 mmol) of ethyl 5-{[2-(5-fluoro-2-{[4′-(trifluoromethyl)biphenyl-4-yl]-methoxy}phenyl)ethyl]amino}pentanoate in 90 ml of THF is mixed with 18 ml of half-concentrated hydrochloric acid and heated at 100° C. for 20 min. After cooling, the mixture is added to water and neutralized with saturated sodium bicarbonate solution. It is extracted with ethyl acetate, the organic phase is dried over sodium sulfate and the solvent is removed in vacuo. The residue is crystallized from...